Dataset: the Open Reaction Database (ORD), a public repository of structured organic reaction records. Task: describe an organic reaction: reactants, conditions, products, and yield Starting materials: CC(C=C)O (But-3-en-2-ol), BrCC1=CC=C(C(=O)O)C=C1 (4-Bromomethyl-benzoic acid), [H-].[Na+] (sodium hydride), C(CC=C)OCC1=CC=C(C(=O)O)C=C1 (4-But-3-enyloxymethyl-benzoic acid). The product is CC(C1=CC=C(C(=O)O)C=C1)OCC=C (4-(1-Methyl-allyloxymethyl)-benzoic acid). As a reaction SMILES: [CH3:1]C(O)C=C.BrCC1C=CC(C(O)=O)=CC=1.[H-].[Na+].[CH2:19]([O:23][CH2:24][C:25]1[CH:33]=[CH:32][C:28]([C:29]([OH:31])=[O:30])=[CH:27][CH:26]=1)[CH2:20][CH:21]=C>>[CH3:1][CH:24]([O:23][CH2:19][CH:20]=[CH2:21])[C:25]1[CH:26]=[CH:27][C:28]([C:29]([OH:31])=[O:30])=[CH:32][CH:33]=1 |f:2.3|. Procedure: The reaction of But-3-en-2-ol and 4-Bromomethyl-benzoic acid in the presence of sodium hydride was performed as described for Compound 33 to give 4-(1-Methyl-allyloxymethyl)-benzoic acid as white powder. 1H-NMR (400 MHz, d6-DMSO): 12.89 (S, COOH); 7.90 (d, J=8.3, 2 arom. H); 7.42 (d, J=8.3, 2 arom.H); 5.77 (m, —CH═CH2); 5.21, 5.16 (2 d-like, —CH═CH2); 4.54, 4.44 (AB, J=8.9, —OCH2—C6H4); 3.95 (m, CH(CH3)O); 1.22 (d, CH(CH3)O). 13C-NMR (100 MHz, d6-DMSO): 167.14 (—C═O); 144.00; 140.10; 129.65; 129... The reactants are C(C)(C)(C)OC(=O)N1C(C=2N(CC1)C(=NC2I)COC)CCC2=CC=C(C=C2)C(F)(F)F (1-iodo-3-methoxymethyl-8-[2-(4-trifluoromethyl-phenyl)-ethyl]-5,6-dihydro-8H-imidazo[1,5-a]pyrazine-7-carboxylic acid tert-butyl ester), C(Cl)Cl.CO (DCM MeOH). Yields the product C(C)(C)(C)OC(=O)N1C(C=2N(CC1)C(=NC2Cl)COC)CCC2=CC=C(C=C2)C(F)(F)F (1-chloro-3-methoxymethyl-8-[2-(4-trifluoromethyl-phenyl)-ethyl]-5,6-dihydro-8H-imidazo[1,5-a]pyrazine-7-carboxylic acid tert-butyl ester). Reaction SMILES: [C:1]([O:5][C:6]([N:8]1[CH2:13][CH2:12][N:11]2[C:14]([CH2:18][O:19][CH3:20])=[N:15][C:16](I)=[C:10]2[CH:9]1[CH2:21][CH2:22][C:23]1[CH:28]=[CH:27][C:26]([C:29]([F:32])([F:31])[F:30])=[CH:25][CH:24]=1)=[O:7])([CH3:4])([CH3:3])[CH3:2].C(Cl)[Cl:34].CO>>[C:1]([O:5][C:6]([N:8]1[CH2:13][CH2:12][N:11]2[C:14]([CH2:18][O:19][CH3:20])=[N:15][C:16]([Cl:34])=[C:10]2[CH:9]1[CH2:21][CH2:22][C:23]1[CH:28]=[CH:27][C:26]([C:29]([F:32])([F:31])[F:30])=[CH:25][CH:24]=1)=[O:7])([CH3:4])([CH3:3])[CH3:2] |f:1.2|. Reported procedure: According to the general procedure (GP12), chlorination of 1-iodo-3-methoxymethyl-8-[2-(4-trifluoromethyl-phenyl)-ethyl]-5,6-dihydro-8H-imidazo[1,5-a]pyrazine-7-carboxylic acid tert-butyl ester (720 mg; 1.274 mmol) and purification by FC (DCM/MeOH=60/1) gave the expected product 1-chloro-3-methoxymethyl-8-[2-(4-trifluoromethyl-phenyl)-ethyl]-5,6-dihydro-8H-imidazo[1,5-a]pyrazine-7-carboxylic acid tert-butyl ester as an orange oil (254 mg; 42%). LC-MS: tR=1.09 min.; [M+H]+=474.42 g/mol. The reactants are ClC1=CC(=C(CN2N=CC3=CC(=CC=C23)C=C2C(N=C(S2)SCC)=O)C=C1)C(F)(F)F (5-[1-(4-Chloro-2-trifluoromethyl-benzyl)-1H-indazol-5-ylmethylene]-2-ethylsulfanyl-thiazol-4-one), COCCN1C[C@H](NCC1)C (1-(2-Methoxy-ethyl)-3-(R)-methyl-piperazine). The product is ClC1=CC(=C(CN2N=CC3=CC(=CC=C23)C=C2C(N=C(S2)N2[C@@H](CN(CC2)CCOC)C)=O)C=C1)C(F)(F)F (5-({1-[4-Chloro-2-(trifluoromethyl)benzyl]-1H-indazol-5-yl}methylidene)-2-[4-(2-methoxyethyl)-2-(R)-methylpiperazin-1-yl]-1,3-thiazol-4(5H)-one). Reaction SMILES: [Cl:1][C:2]1[CH:27]=[CH:26][C:5]([CH2:6][N:7]2[C:15]3[C:10](=[CH:11][C:12]([CH:16]=[C:17]4[S:21][C:20](SCC)=[N:19][C:18]4=[O:25])=[CH:13][CH:14]=3)[CH:9]=[N:8]2)=[C:4]([C:28]([F:31])([F:30])[F:29])[CH:3]=1.[CH3:32][O:33][CH2:34][CH2:35][N:36]1[CH2:41][CH2:40][NH:39][C@H:38]([CH3:42])[CH2:37]1>>[Cl:1][C:2]1[CH:27]=[CH:26][C:5]([CH2:6][N:7]2[C:15]3[C:10](=[CH:11][C:12]([CH:16]=[C:17]4[S:21][C:20]([N:39]5[CH2:40][CH2:41][N:36]([CH2:35][CH2:34][O:33][CH3:32])[CH2:37][C@H:38]5[CH3:42])=[N:19][C:18]4=[O:25])=[CH:13][CH:14]=3)[CH:9]=[N:8]2)=[C:4]([C:28]([F:31])([F:29])[F:30])[CH:3]=1. Procedure details: 5-({1-[4-Chloro-2-(trifluoromethyl)benzyl]-1H-indazol-5-yl}methylidene)-2-[4-(2-methoxyethyl)-2-(R)-methylpiperazin-1-yl]-1,3-thiazol-4(5H)-one was prepared from 5-[1-(4-Chloro-2-trifluoromethyl-benzyl)-1H-indazol-5-ylmethylene]-2-ethylsulfanyl-thiazol-4-one and 1-(2-Methoxy-ethyl)-3-(R)-methyl-piperazine following general procedure C.